describe an organic reaction: reactants, conditions, products, and yield From a dataset of the Open Reaction Database (ORD), a public repository of structured organic reaction records. Starting materials: NC=1SC=C(N1)C(C(=O)NC1[C@@H]2N(C(=C(CS2)C=C)C(=O)OC(C2=CC=CC=C2)C2=CC=CC=C2)C1=O)=NOCC(=O)OCC(Cl)(Cl)Cl (benzhydryl 7-[2-(2-aminothiazol-4-yl)-2-(2,2,2-trichloroethoxycarbonylmethoxyimino)acetamido]-3-vinyl-3-cephem-4-carboxylate), C(C)(C)OC(C)C (diisopropyl ether). Run in FC(C(=O)O)(F)F (trifluoroacetic acid), C1(=CC=CC=C1)OC (anisole). The product is NC=1SC=C(N1)C(C(=O)NC1[C@@H]2N(C(=C(CS2)C=C)C(=O)O)C1=O)=NOCC(=O)OCC(Cl)(Cl)Cl (7-[2-(2-aminothiazol-4-yl)-2-(2,2,2-trichloroethoxycarbonylmethoxyimino)acetamido]-3-vinyl-3-cephem-4-carboxylic acid). Yield: 79.6%. RXN SMILES: [NH2:1][C:2]1[S:3][CH:4]=[C:5]([C:7](=[N:38][O:39][CH2:40][C:41]([O:43][CH2:44][C:45]([Cl:48])([Cl:47])[Cl:46])=[O:42])[C:8]([NH:10][CH:11]2[C:36](=[O:37])[N:13]3[C:14]([C:20]([O:22]C(C4C=CC=CC=4)C4C=CC=CC=4)=[O:21])=[C:15]([CH:18]=[CH2:19])[CH2:16][S:17][C@H:12]23)=[O:9])[N:6]=1.C(OC(C)C)(C)C>FC(F)(F)C(O)=O.C1(OC)C=CC=CC=1>[NH2:1][C:2]1[S:3][CH:4]=[C:5]([C:7](=[N:38][O:39][CH2:40][C:41]([O:43][CH2:44][C:45]([Cl:46])([Cl:48])[Cl:47])=[O:42])[C:8]([NH:10][CH:11]2[C:36](=[O:37])[N:13]3[C:14]([C:20]([OH:22])=[O:21])=[C:15]([CH:18]=[CH2:19])[CH2:16][S:17][C@H:12]23)=[O:9])[N:6]=1. Procedure: A solution of benzhydryl 7-[2-(2-aminothiazol-4-yl)-2-(2,2,2-trichloroethoxycarbonylmethoxyimino)acetamido]-3-vinyl-3-cephem-4-carboxylate (syn isomer) (2.5 g) in trifluoroacetic acid (7.5 ml) and anisole (2.5 ml) was stirred at ambient temperature for 30 minutes. The reaction mixture was poured into diisopropyl ether, and the precipitates were collected by filtration, followed by dissolving them in a saturated aqueous sodium bicarbonate (50 ml). The aqueous solution was washed with ethyl acetat... Procedure details: A solution of Intermediate 32 (2.7 g, 8.5 mmol, prepared according to Melissaris, A. P. and Litt, M. H. J Org Chem 1994, 59, 5818-5821) in DMF (26 mL) was treated successively with tetra-n-butylammonium acetate (3.8 g, 13 mmol) and palladium (II) acetate (57 mg, 0.26 mmol). The mixture was degassed with nitrogen and then treated with 5-hexyn-1-ol (0.93 mL, 8.5 mmol). After four hours of stirring at room temperature, additional quantities of the following reagents were added: tetra-n-butylammoniu... The reactants are FC(C(=O)NC1=CC=C(C=C1)I)(F)F (2,2,2-trifluoro-N-(4-iodophenyl)acetamide), C(CCCC#C)O (5-hexyn-1-ol), C(CCCC#C)O (5-hexyn-1-ol). Run in CN(C)C=O (DMF). Reaction conditions: time 4 hour. RXN SMILES: [F:1][C:2]([F:14])([F:13])[C:3]([NH:5][C:6]1[CH:11]=[CH:10][C:9](I)=[CH:8][CH:7]=1)=[O:4].[CH2:15]([OH:21])[CH2:16][CH2:17][CH2:18][C:19]#[CH:20]>CN(C=O)C.C([O-])(=O)C.C([N+](CCCC)(CCCC)CCCC)CCC.C([O-])(=O)C.[Pd+2].C([O-])(=O)C>[F:1][C:2]([F:14])([F:13])[C:3]([NH:5][C:6]1[CH:11]=[CH:10][C:9]([C:20]#[C:19][CH2:18][CH2:17][CH2:16][CH2:15][OH:21])=[CH:8][CH:7]=1)=[O:4] |f:3.4,5.6.7|. The product is FC(C(=O)NC1=CC=C(C=C1)C#CCCCCO)(F)F (2,2,2-trifluoro-N-(4-(6-hydroxyhex-1-yn-1-yl)phenyl)acetamide). Reagents/catalysts: C(C)(=O)[O-].C(CCC)[N+](CCCC)(CCCC)CCCC (tetra-n-butylammonium acetate), C(C)(=O)[O-].[Pd+2].C(C)(=O)[O-] (palladium (II) acetate), C(C)(=O)[O-].C(CCC)[N+](CCCC)(CCCC)CCCC (tetra-n-butylammonium acetate), C(C)(=O)[O-].[Pd+2].C(C)(=O)[O-] (palladium (II) acetate).